Dataset: the Open Reaction Database (ORD), a public repository of structured organic reaction records. Task: describe an organic reaction: reactants, conditions, products, and yield The reactants are OCCN1C(COCC1)=O (4-(2-hydroxyethyl)-3-morpholinone), N(=NC(=O)OCC)C(=O)OCC (Diethyl azodicarboxylate), BrC1=CC(=C(NC2=NC=NC3=CC(=C(C=C23)OC)O)C=C1)F (4-(4-bromo-2-fluoroanilino)-7-hydroxy-6-methoxyquinazoline), C(Cl)Cl (methylene chloride), C1(=CC=CC=C1)P(C1=CC=CC=C1)C1=CC=CC=C1 (triphenylphosphine). Run at time 2.5 hour. Yields the product Cl.BrC1=CC(=C(NC2=NC=NC3=CC(=C(C=C23)OC)OCCN2C(COCC2)=O)C=C1)F (4-(4-bromo-2-fluoroanilino)-6-methoxy-7-(2-(3-oxomorpholino)ethoxy)quinazoline hydrochloride). Isolated yield 26.0%. RXN SMILES: N(C(OCC)=O)=NC(OCC)=O.[Br:13][C:14]1[CH:33]=[CH:32][C:17]([NH:18][C:19]2[C:28]3[C:23](=[CH:24][C:25]([OH:31])=[C:26]([O:29][CH3:30])[CH:27]=3)[N:22]=[CH:21][N:20]=2)=[C:16]([F:34])[CH:15]=1.C1(P(C2C=CC=CC=2)C2C=CC=CC=2)C=CC=CC=1.O[CH2:55][CH2:56][N:57]1[CH2:62][CH2:61][O:60][CH2:59][C:58]1=[O:63].C(Cl)[Cl:65]>>[ClH:65].[Br:13][C:14]1[CH:33]=[CH:32][C:17]([NH:18][C:19]2[C:28]3[C:23](=[CH:24][C:25]([O:31][CH2:55][CH2:56][N:57]4[CH2:62][CH2:61][O:60][CH2:59][C:58]4=[O:63])=[C:26]([O:29][CH3:30])[CH:27]=3)[N:22]=[CH:21][N:20]=2)=[C:16]([F:34])[CH:15]=1 |f:5.6|. Procedure: Diethyl azodicarboxylate (368 μl, 2.34 mmol) was added dropwise to a mixture of 4-(4-bromo-2-fluoroanilino)-7-hydroxy-6-methoxyquinazoline (284 mg, 0.78 mmol), (prepared as described for the starting material in Example 48), triphenylphosphine (613 mg, 2.34 mmol) and 4-(2-hydroxyethyl)-3-morpholinone (170 mg, 1.17 mmol), (EP580402A2), in methylene chloride (10 ml) under nitrogen. The mixture was stirred for 2.5 hours at ambient temperature, the insolubles were removed by filtration. The filtrate... Starting materials: Cl.NN=CC1=CC(=C(C(=O)NC=2C=CC3=C(CCC(O3)CC(=O)OCC)C2)C=C1)F (ethyl rac-(6-(N-(4-(aminoiminomethyl)-2-fluorobenzoyl)amino)-3,4-dihydro-2H-1-benzopyran-2-yl)acetate hydrochloride), ClC(=O)OCCC (propyl chloroformate), white crystalline solid. The product is FC1=C(C(=O)NC=2C=CC3=C(CCC(O3)CC(=O)OCC)C2)C=CC(=C1)C=NNC(=O)OCCC (Ethyl rac-(3,4-Dihydro-6-(N-(2-fluoro-4-((propoxycarbonylamino)iminomethyl)benzoyl)amino)-2H-1-benzopyran-2-yl)acetate). RXN SMILES: Cl.[NH2:2][N:3]=[CH:4][C:5]1[CH:29]=[CH:28][C:8]([C:9]([NH:11][C:12]2[CH:13]=[CH:14][C:15]3[O:20][CH:19]([CH2:21][C:22]([O:24][CH2:25][CH3:26])=[O:23])[CH2:18][CH2:17][C:16]=3[CH:27]=2)=[O:10])=[C:7]([F:30])[CH:6]=1.Cl[C:32]([O:34][CH2:35][CH2:36][CH3:37])=[O:33]>>[F:30][C:7]1[CH:6]=[C:5]([CH:4]=[N:3][NH:2][C:32]([O:34][CH2:35][CH2:36][CH3:37])=[O:33])[CH:29]=[CH:28][C:8]=1[C:9]([NH:11][C:12]1[CH:13]=[CH:14][C:15]2[O:20][CH:19]([CH2:21][C:22]([O:24][CH2:25][CH3:26])=[O:23])[CH2:18][CH2:17][C:16]=2[CH:27]=1)=[O:10] |f:0.1|. Procedure details: The title compound was prepared as described in Example 85 from 436 mg (1.0 mmol) of the amidine from Example 69 and 135 mg (1.1 mmol) propyl chloroformate. Yield: 0.29 g (60%) of a white crystalline solid, m.p. 157-159° C. The reactants are CC(C)=CCCC(C)CC=O (citronellal), ( c ), N (ammonia), [OH-].[Na+] (sodium hydroxide), CC(C)=CCCC(C)CC=O (citronellal), S(O)(O)(=O)=O (sulphuric acid), mixture, CC(C)=CCCC(C)CC=O (citronellal), product, CNC (dimethylamine), C(CCC)N (butylamine), ( b ). RXN SMILES: [CH3:1][C:2](=[CH:4][CH2:5][CH2:6][CH:7]([CH2:9][CH:10]=[O:11])[CH3:8])[CH3:3].[CH3:12]NC.C(N)CCC.N.S(=O)(=O)(O)O.[OH-:26].[Na+]>CO>[CH3:8][CH:7]([CH2:9][CH:10]=[O:11])[CH2:6][CH2:5][CH2:4][C:2]([O:26][CH3:12])([CH3:3])[CH3:1] |f:5.6|. Reported procedure: A process according to claim 1 which comprises the following steps (a) reacting citronellal with about 1-3 mols of dimethylamine, butylamine or ammonia per mol of citronellal at -5°C. to -25°C. (b) contacting the product of step (a) with methanol at -10°C. to +20°C. in the presence of 3.5-5 mols sulphuric acid per mol of citronellal used in step (a) and (c) neutralising the reaction mixture of step (b) with an aqueous solution of sodium hydroxide to produce methoxydihydrocitronellal. Yields the product CC(CCCC(C)(C)OC)CC=O (methoxydihydrocitronellal). Run in CO (methanol). Reactants: COCN1C(C(CN(C2=C1C=CC=C2)C2=C(C=CC=C2)F)=NOC(=O)NCCC)=O (1-Methoxymethyl-2-oxo-3-propylaminocarbonyloxyimino-5-(2-fluorophenyl)-1,3,4,5-tetrahydro-2H-1,5-benzodiazepine). Reagents/catalysts: [C].[Pd] (palladium carbon). The solvent is CO (methanol). Conditions: time 4 hour. The product is COCN1C(C(CN(C2=C1C=CC=C2)C2=C(C=CC=C2)F)N)=O (1-methoxymethyl-2-oxo-3-amino-5-(2-fluorophenyl)-1,3,4,5-tetrahydro-2H-1,5-benzodiazepine). Isolated yield 25.0%. As a reaction SMILES: [CH3:1][O:2][CH2:3][N:4]1[C:10]2[CH:11]=[CH:12][CH:13]=[CH:14][C:9]=2[N:8]([C:15]2[CH:20]=[CH:19][CH:18]=[CH:17][C:16]=2[F:21])[CH2:7][C:6](=[N:22]OC(NCCC)=O)[C:5]1=[O:30]>CO.[C].[Pd]>[CH3:1][O:2][CH2:3][N:4]1[C:10]2[CH:11]=[CH:12][CH:13]=[CH:14][C:9]=2[N:8]([C:15]2[CH:20]=[CH:19][CH:18]=[CH:17][C:16]=2[F:21])[CH2:7][CH:6]([NH2:22])[C:5]1=[O:30] |f:2.3|. Procedure: 1-Methoxymethyl-2-oxo-3-propylaminocarbonyloxyimino-5-(2-fluorophenyl)-1,3,4,5-tetrahydro-2H-1,5-benzodiazepine (2.52 g) was dissolved in methanol (30 ml), 10% palladium carbon (0.60 g) was added thereto, the mixture was swung for 4 hours under hydrogen atmosphere (3.5-3.0 kg/cm2). Palladium carbon was removed by filtration, the filtrate was concentrated under reduced pressure, and the residue was purified by silica gel column chromatography (chloroform:methanol=20:1), to thereby obtain 0.48 g o...